This data is from the Open Reaction Database (ORD), a public repository of structured organic reaction records. The task is: describe an organic reaction: reactants, conditions, products, and yield The reactants are hydrazone, ClC1=NC=CC(=N1)C (2-chloro-4-methyl-pyrimidine), [N+](=O)([O-])C1=CC=C(O1)C=O (5-nitro-furan-2-aldehyde), O.NN (hydrazine hydrate), Cl (hydrochloric acid). Run in O (water), CO (methanol). Conditions: time 1 hour. The product is N(N)C1=NC=C(C(=N1)N)C (2-hydrazino-4-amino-5-methyl-pyrimidine). Reaction SMILES: Cl[C:2]1[N:7]=C(C)C=[CH:4][N:3]=1.O.[NH2:10][NH2:11].Cl.[N+:13]([C:16]1OC(C=O)=[CH:18][CH:17]=1)([O-])=O>CO.O>[NH:10]([C:4]1[N:3]=[C:2]([NH2:7])[C:16]([CH3:13])=[CH:17][N:18]=1)[NH2:11] |f:1.2|. Reported procedure: 6.8 g. crude 2-hydrazino-4-amino-5-methyl-pyrimidine (m.p. 174° - 175°C.), which was prepared by treating 8 g. 2-chloro-4-methyl-pyrimidine with 40 ml. hydrazine hydrate for 1.5 hours at 100°C., were dissolved in a mixture of 79'ml. water and 37 ml. 2N hydrochloric acid, a solution of 8.3 g. 5-nitro-furan-2-aldehyde in 116 ml. methanol then added thereto, the reaction mixture left to stand for 1 hour at ambient temperature and the precipitated crystals filtered off with suction, washed with 50% ... The reactants are C(C)(C)(C)OC(=O)N([C@H](C)C1=CC=CC2=CC=CC=C12)CC1CN(CCC1C1=C(C=CC=C1)F)C1=C(C=C(C(=O)O)C=C1F)F (4-[3-({(tert-butoxycarbonyl)[(1R)-1-(1-naphthyl)ethyl]amino}methyl)-4-(2-fluorophenyl)piperidin-1-yl]-3,5-difluorobenzoic acid), Cl.O1CCOCC1 (hydrogen chloride 1,4-dioxane). Conditions: time 8 hour. Yields the product FC=1C=C(C(=O)O)C=C(C1N1CC(C(CC1)C1=C(C=CC=C1)F)CN[C@H](C)C1=CC=CC2=CC=CC=C12)F (3,5-difluoro-4-[4-(2-fluorophenyl)-3-({[(1R)-1-(1-naphthyl)ethyl]amino}methyl)piperidin-1-yl]benzoic acid). The yield is 98.1%. RXN SMILES: C(OC([N:8]([CH2:21][CH:22]1[CH:27]([C:28]2[CH:33]=[CH:32][CH:31]=[CH:30][C:29]=2[F:34])[CH2:26][CH2:25][N:24]([C:35]2[C:43]([F:44])=[CH:42][C:38]([C:39]([OH:41])=[O:40])=[CH:37][C:36]=2[F:45])[CH2:23]1)[C@@H:9]([C:11]1[C:20]2[C:15](=[CH:16][CH:17]=[CH:18][CH:19]=2)[CH:14]=[CH:13][CH:12]=1)[CH3:10])=O)(C)(C)C.Cl.O1CCOCC1>>[F:44][C:43]1[CH:42]=[C:38]([CH:37]=[C:36]([F:45])[C:35]=1[N:24]1[CH2:25][CH2:26][CH:27]([C:28]2[CH:33]=[CH:32][CH:31]=[CH:30][C:29]=2[F:34])[CH:22]([CH2:21][NH:8][C@@H:9]([C:11]2[C:20]3[C:15](=[CH:16][CH:17]=[CH:18][CH:19]=3)[CH:14]=[CH:13][CH:12]=2)[CH3:10])[CH2:23]1)[C:39]([OH:41])=[O:40] |f:1.2|. Procedure: To 135 mg of 4-[3-({(tert-butoxycarbonyl)[(1R)-1-(1-naphthyl)ethyl]amino}methyl)-4-(2-fluorophenyl)piperidin-1-yl]-3,5-difluorobenzoic acid was added 3.0 mL of a 4 M hydrogen chloride/1,4-dioxane solution, followed by stirring at room temperature overnight. The reaction mixture was concentrated under reduced pressure, and to the obtained residue were added chloroform and a saturated aqueous sodium hydrogen carbonate solution, followed by stirring, and the organic layer was then separated, and dr... RXN SMILES: [CH2:1]([CH2:2][CH2:3][CH3:4])[n:5]1[c:6](-[c:12]2[cH:13][cH:14][cH:15][cH:16][cH:17]2)[n:7][cH:8][c:9]1[CH:10]=[O:11].[CH3:18][Li:19].[CH3:20][CH2:21][O:22][CH2:23][CH3:24]>>[CH2:1]([CH2:2][CH2:3][CH3:4])[n:5]1[c:6](-[c:12]2[cH:13][cH:14][cH:15][cH:16][cH:17]2)[n:7][cH:8][c:9]1[CH:10]([OH:11])[CH3:18]. Reactants: CCCCn1c(C=O)cnc1-c1ccccc1, [Li]C, CCOCC. Yields the product CCCCn1c(C(C)O)cnc1-c1ccccc1. Reactants: C(CC)S(=O)C1=NNC=N1 (3-propylsulphinyl-1,2,4-triazole), C(C)N(C(=O)Cl)CC (diethylcarbamoyl chloride), O1CCCC1 (tetrahydrofuran). Solvent: C(C)N(CC)CC (triethylamine). Yields the product C(C)N(C(=O)N1N=C(N=C1)S(=O)CCC)CC (1-diethylcarbamoyl-3-propylsulphinyl-1,2,4-triazole). Reaction SMILES: [CH2:1]([S:4]([C:6]1[N:10]=[CH:9][NH:8][N:7]=1)=[O:5])[CH2:2][CH3:3].[CH2:11]([N:13]([CH2:17][CH3:18])[C:14](Cl)=[O:15])[CH3:12].O1CCCC1>C(N(CC)CC)C>[CH2:11]([N:13]([CH2:17][CH3:18])[C:14]([N:8]1[CH:9]=[N:10][C:6]([S:4]([CH2:1][CH2:2][CH3:3])=[O:5])=[N:7]1)=[O:15])[CH3:12]. Procedure: A mixture of 4.8 g. 3-propylsulphinyl-1,2,4-triazole, 4.48 g. diethylcarbamoyl chloride, 40 ml. dry tetrahydrofuran and 6 ml. dry triethylamine was refluxed under anhydrous conditions for 5 hours. The cooled reaction mixture was filtered to remove triethylamine hydrochloride. The filtrate was diluted with petroleum ether (b.p. 40° - 60° C.), causing the deposition of an oil which gradually solidified. The solid product was collected and recrystallized from a mixture of ether and petroleum ether ... Reactants: [BH4-], C1CCOC1, CC(C)(C)S(=O)N=C1CCCC12CCCO2, CO, [Na+]. Product: CC(C)(C)S(=O)NC1CCCC12CCCO2. RXN SMILES: [BH4-:17].[CH2:19]1[O:20][CH2:21][CH2:22][CH2:23]1.[CH3:1][C:2]([CH3:3])([CH3:4])[S:5](=[O:6])[N:7]=[C:8]1[C:9]2([CH2:10][CH2:11][CH2:12][O:13]2)[CH2:14][CH2:15][CH2:16]1.[CH3:24][OH:25].[Na+:18]>>[CH3:1][C:2]([CH3:3])([CH3:4])[S:5](=[O:6])[NH:7][CH:8]1[C:9]2([CH2:10][CH2:11][CH2:12][O:13]2)[CH2:14][CH2:15][CH2:16]1. Reactants: intermediate, [H-].COCCO[Al+]OCCOC.[Na+].[H-] (sodium bis(2-methoxyethoxy)aluminum hydride), ClC=1C=C(C=CC1Cl)CC(=O)N1C[C@H]2CC=CC[C@H]2C1 (cis-2-(3,4-dichlorophenylacetyl)-3a,4,7,7a-tetrahydroisoindole), [OH-].[Na+] (sodium hydroxide), O (water). The solvent is C1(=CC=CC=C1)C (toluene), C1(=CC=CC=C1)C (toluene). Conditions: time 4 hour. The product is ClC=1C=C(CCN2C[C@H]3CC=CC[C@H]3C2)C=CC1Cl (cis-2-(3,4-dichlorophenethyl)-3a,4,7,7a-tetrahydroisoindoline). RXN SMILES: [H-].COCCO[Al+]OCCOC.[Na+].[H-].[OH-].[Na+].O.[Cl:18][C:19]1[CH:20]=[C:21]([CH2:26][C:27]([N:29]2[CH2:37][C@H:36]3[C@H:31]([CH2:32][CH:33]=[CH:34][CH2:35]3)[CH2:30]2)=O)[CH:22]=[CH:23][C:24]=1[Cl:25]>C1(C)C=CC=CC=1>[Cl:18][C:19]1[CH:20]=[C:21]([CH:22]=[CH:23][C:24]=1[Cl:25])[CH2:26][CH2:27][N:29]1[CH2:37][C@H:36]2[C@H:31]([CH2:32][CH:33]=[CH:34][CH2:35]2)[CH2:30]1 |f:0.1.2.3,4.5|. Procedure details: To 0.70 g of this intermediate and 3 mL of toluene was added at 0° 2 mL of 3.4 M sodium bis(2-methoxyethoxy)aluminum hydride in toluene and the mixture was stirred in an ice bath for 1 hour and at room temperature for 4 hours. Aqueous sodium hydroxide solution (15%, 5 mL) and water (10 mL) were added with cooling. From the toluene layer there was obtained 0.66 g of crude product which was partitioned into a neutral and basic fraction. The latter was short-path distilled (140° bath temperature, 0... Starting materials: CC(C)=O, COc1ccc(N2CCN(c3c(C)c(C4OCCO4)c4c(c3C)C(c3ccc(C)cc3)C(C)(C)O4)CC2)cc1, O, Cc1ccc(S(=O)(=O)[O-])cc1, c1cc[nH+]cc1. Product: COc1ccc(N2CCN(c3c(C)c(C=O)c4c(c3C)C(c3ccc(C)cc3)C(C)(C)O4)CC2)cc1. Reaction SMILES: [CH3:57][C:58](=[O:59])[CH3:60].[O:18]1[CH:19]([c:23]2[c:24]([CH3:56])[c:25]([N:42]3[CH2:43][CH2:44][N:45]([c:48]4[cH:49][cH:50][c:51]([O:54][CH3:55])[cH:52][cH:53]4)[CH2:46][CH2:47]3)[c:26]([CH3:41])[c:27]3[c:31]2[O:30][C:29]([CH3:32])([CH3:33])[CH:28]3[c:34]2[cH:35][cH:36][c:37]([CH3:40])[cH:38][cH:39]2)[O:22][CH2:21][CH2:20]1.[OH2:61].[c:1]1([CH3:2])[cH:3][cH:4][c:5]([S:6]([O-:7])(=[O:8])=[O:9])[cH:10][cH:11]1.[nH+:12]1[cH:13][cH:14][cH:15][cH:16][cH:17]1>>[O:18]=[CH:19][c:23]1[c:24]([CH3:56])[c:25]([N:42]2[CH2:43][CH2:44][N:45]([c:48]3[cH:49][cH:50][c:51]([O:54][CH3:55])[cH:52][cH:53]3)[CH2:46][CH2:47]2)[c:26]([CH3:41])[c:27]2[c:31]1[O:30][C:29]([CH3:32])([CH3:33])[CH:28]2[c:34]1[cH:35][cH:36][c:37]([CH3:40])[cH:38][cH:39]1. Starting materials: c1ccc(COc2ccc(N3CCN(Cc4nc5ccccc5[nH]4)CC3)nc2)cc1, CCOC(C)=O, [H][H]. Product: Oc1ccc(N2CCN(Cc3nc4ccccc4[nH]3)CC2)nc1. RXN SMILES: [CH2:1]([c:2]1[cH:3][cH:4][cH:5][cH:6][cH:7]1)[O:8][c:9]1[cH:10][cH:11][c:12]([N:15]2[CH2:16][CH2:17][N:18]([CH2:21][c:22]3[n:23][c:24]4[c:25]([nH:26]3)[cH:27][cH:28][cH:29][cH:30]4)[CH2:19][CH2:20]2)[n:13][cH:14]1.[CH3:33][CH2:34][O:35][C:36](=[O:37])[CH3:38].[H:31][H:32]>>[OH:8][c:9]1[cH:10][cH:11][c:12]([N:15]2[CH2:16][CH2:17][N:18]([CH2:21][c:22]3[nH:23][c:24]4[c:25]([n:26]3)[cH:27][cH:28][cH:29][cH:30]4)[CH2:19][CH2:20]2)[n:13][cH:14]1.